This data is from the Open Reaction Database (ORD), a public repository of structured organic reaction records. The task is: describe an organic reaction: reactants, conditions, products, and yield The reactants are O1CCOC12CCN(CC2)C2=C(C=C(C=C2)N2C(O[C@H](C2)CN=[N+]=[N-])=O)F ((5R)-3-(4-(1,4-Dioxa-8-azaspiro[4,5]decan-8-yl)-3-fluorophenyl)-5-azidomethyloxazolidin-2-one), C12=CC=C(CC1)C2 (norbornadiene). The solvent is O1CCOCC1 (dioxane). The product is O1CCOC12CCN(CC2)C2=C(C=C(C=C2)N2C(O[C@H](C2)CN2N=NC=C2)=O)F ((5R)-3-(4-(1,4-Dioxa-8-azaspiro[4,5]dec-8-yl)-3-fluorophenyl)-5-(1,2,3-triazol-1-ylmethyl)oxazolidin-2-one). Yield: 57.5%. RXN SMILES: [O:1]1[C:5]2([CH2:10][CH2:9][N:8]([C:11]3[CH:16]=[CH:15][C:14]([N:17]4[CH2:21][C@H:20]([CH2:22][N:23]=[N+:24]=[N-:25])[O:19][C:18]4=[O:26])=[CH:13][C:12]=3[F:27])[CH2:7][CH2:6]2)[O:4][CH2:3][CH2:2]1.[C:28]12CC(CC1)=C[CH:29]=2>O1CCOCC1>[O:1]1[C:5]2([CH2:10][CH2:9][N:8]([C:11]3[CH:16]=[CH:15][C:14]([N:17]4[CH2:21][C@H:20]([CH2:22][N:23]5[CH:29]=[CH:28][N:25]=[N:24]5)[O:19][C:18]4=[O:26])=[CH:13][C:12]=3[F:27])[CH2:7][CH2:6]2)[O:4][CH2:3][CH2:2]1. Procedure details: (5R)-3-(4-(1,4-Dioxa-8-azaspiro[4,5]decan-8-yl)-3-fluorophenyl)-5-azidomethyloxazolidin-2-one (2.44 g, 6.5 mM) was dissolved in dioxane (50 ml), treated with norbornadiene (2.98 g, 32.3 mM) and heated under reflux for 20 hours. After removal of the solvent, the residue was dissolved in dichloromethane (350 ml) washed with water (3×200 ml), and dried over magnesium sulfate. After filtration and evaporation the residue was purified by chromatography on a 20 g silica Mega Bond Elut® column, eluting... Reactants: FC1=C(C=C(C=C1)[N+](=O)[O-])NN (2-fluoro-5-nitrophenylhydrazine), CCOC(=O)C1CCCCC1=O (ethyl 2-cyclohexanonecarboxylate), ice water. Yields the product FC1=C(C=C(C=C1)[N+](=O)[O-])N1NC=2CCCCC2C1=O (2-(2-fluoro-5-nitrophenyl)-1,2,4,5,6,7-hexahydro-3H-indazol-3-one). As a reaction SMILES: [F:1][C:2]1[CH:7]=[CH:6][C:5]([N+:8]([O-:10])=[O:9])=[CH:4][C:3]=1[NH:11][NH2:12].CC[O:15][C:16]([CH:18]1[C:23](=O)[CH2:22][CH2:21][CH2:20][CH2:19]1)=O>>[F:1][C:2]1[CH:7]=[CH:6][C:5]([N+:8]([O-:10])=[O:9])=[CH:4][C:3]=1[N:11]1[C:16](=[O:15])[C:18]2[CH2:23][CH2:22][CH2:21][CH2:20][C:19]=2[NH:12]1. Reported procedure: A solution of 2-fluoro-5-nitrophenylhydrazine (53.95 g) in ethyl 2-cyclohexanonecarboxylate (53.65 g) was heated under reflux for 4 hours. After cooling, the reaction mixture was poured into ice-water. The precipitated crystals were collected by filtration, washed with water and hexane and dried to obtain 2-(2-fluoro-5-nitrophenyl)-1,2,4,5,6,7-hexahydro-3H-indazol-3-one. m.p., 220.0° C. Reaction SMILES: [C:23]([OH:24])(=[O:25])[CH3:26].[CH3:1][O:2][CH2:3][C:4](=[O:5])[NH:6][c:7]1[n:8][cH:9][n:10][c:11]([O:13][c:14]2[cH:15][cH:16][c:17]([N+:20]([O-:21])=[O:22])[cH:18][cH:19]2)[cH:12]1.[CH3:27][OH:28].[Cl:29][CH2:30][Cl:31]>>[CH3:1][O:2][CH2:3][C:4](=[O:5])[NH:6][c:7]1[n:8][cH:9][n:10][c:11]([O:13][c:14]2[cH:15][cH:16][c:17]([NH2:20])[cH:18][cH:19]2)[cH:12]1. Reactants: CC(=O)O, COCC(=O)Nc1cc(Oc2ccc([N+](=O)[O-])cc2)ncn1, CO, ClCCl. Yields the product COCC(=O)Nc1cc(Oc2ccc(N)cc2)ncn1. Reactants: [H-].[Al+3].[Li+].[H-].[H-].[H-] (Lithium aluminum hydride), COC(C1=C(C(=CC=C1)N(C)C)Cl)=O (2-Chloro-3-dimethylamino-benzoic acid methyl ester), [H-].[H-].[H-].[H-].[Li+].[Al+3] (LAH). Run in O1CCCC1 (tetrahydrofuran). Conditions: temperature 0 celsius. Yields the product ClC1=C(C=CC=C1N(C)C)CO ((2-chloro-3-dimethylamino-phenyl)-methanol). RXN SMILES: C[O:2][C:3](=O)[C:4]1[CH:9]=[CH:8][CH:7]=[C:6]([N:10]([CH3:12])[CH3:11])[C:5]=1[Cl:13].[H-].[Al+3].[Li+].[H-].[H-].[H-]>O1CCCC1>[Cl:13][C:5]1[C:6]([N:10]([CH3:11])[CH3:12])=[CH:7][CH:8]=[CH:9][C:4]=1[CH2:3][OH:2] |f:1.2.3.4.5.6|. Reported procedure: 2-Chloro-3-dimethylamino-benzoic acid methyl ester (0.85 g, 3.98 mmol) was placed in a round bottomed flask with tetrahydrofuran (50 mL) and cooled to 0° C. Lithium aluminum hydride (0.30 g, 7.96 mmol) was added in portions and after all the LAH was added, the reaction was allowed to warm and stir at rt for 14. The reaction was quenched by the addition of ice, then water (10 mL) was added. The organics were extracted into ethyl acetate (3×15 mL), dried (MgSO4) and concentrated down to afford (2-... The product is CCCCCCCCc1ccc2nc(Br)sc2c1. The reactants are [Br-], CCCCCCCCc1ccc2nc(N)sc2c1, CC#N, [K+], O=N[O-], [Na+], O. RXN SMILES: [Br-:23].[CH2:1]([CH2:2][CH2:3][CH2:4][CH2:5][CH2:6][CH2:7][CH3:8])[c:9]1[cH:10][c:11]2[c:12]([n:13][c:14]([NH2:16])[s:15]2)[cH:17][cH:18]1.[CH3:25][C:26]#[N:27].[K+:24].[N:19]([O-:20])=[O:21].[Na+:22].[OH2:28]>>[CH2:1]([CH2:2][CH2:3][CH2:4][CH2:5][CH2:6][CH2:7][CH3:8])[c:9]1[cH:10][c:11]2[c:12]([n:13][c:14]([Br:23])[s:15]2)[cH:17][cH:18]1. Starting materials: ClC1=C(C=CC=2C(=COC21)CC(=O)O)O ((7-chloro-6-hydroxy-1-benzofuran-3-yl)acetic acid), CO (MeOH), OS(=O)(=O)O (H2SO4). Run at temperature 60 celsius, time 3 hour. The product is COC(CC1=COC2=C1C=CC(=C2Cl)O)=O (Methyl(7-chloro-6-hydroxy-1-benzofuran-3-yl)acetate). Reaction SMILES: [Cl:1][C:2]1[C:10]2[O:9][CH:8]=[C:7]([CH2:11][C:12]([OH:14])=[O:13])[C:6]=2[CH:5]=[CH:4][C:3]=1[OH:15].OS(O)(=O)=O.[CH3:21]O>>[CH3:21][O:13][C:12](=[O:14])[CH2:11][C:7]1[C:6]2[CH:5]=[CH:4][C:3]([OH:15])=[C:2]([Cl:1])[C:10]=2[O:9][CH:8]=1. Procedure details: To a mixture of (7-chloro-6-hydroxy-1-benzofuran-3-yl)acetic acid (1.65 g) and MeOH (40 mL) was added conc. H2SO4 (0.078 mL). The mixture was stirred at 60° C. for 3 h. The mixture was concentrated in vacuo. The residue was neutralized with saturated aqueous NaHCO3 and extracted with EtOAc. The organic layer was washed with brine, dried over MgSO4, and concentrated in vacuo. The residue was dissolved in toluene and hexane. The insoluble material was filtered and washed with toluene and hexane. T...